Dataset: the Open Reaction Database (ORD), a public repository of structured organic reaction records. Task: describe an organic reaction: reactants, conditions, products, and yield Starting materials: ClC=1C(=NC=C(C1)C(F)(F)F)C1=CC(=C(C=C1)Cl)C=O (3-chloro-2-(4-chloro-3-formylphenyl)-5-trifluoromethylpyridine), C([O-])(O)=O.[Na+] (sodium bicarbonate), Cl.NO (hydroxylamine hydrochloride). The solvent is O1CCCC1 (tetrahydrofuran). Product: ClC=1C(=NC=C(C1)C(F)(F)F)C1=CC(=C(C=C1)Cl)C=NO (3-Chloro-2-(4-chloro-3-hydroximinomethylphenyl)-5-trifluoromethylpyridine). RXN SMILES: [Cl:1][C:2]1[C:3]([C:12]2[CH:17]=[CH:16][C:15]([Cl:18])=[C:14]([CH:19]=O)[CH:13]=2)=[N:4][CH:5]=[C:6]([C:8]([F:11])([F:10])[F:9])[CH:7]=1.C(=O)(O)[O-].[Na+].Cl.[NH2:27][OH:28]>O1CCCC1>[Cl:1][C:2]1[C:3]([C:12]2[CH:17]=[CH:16][C:15]([Cl:18])=[C:14]([CH:19]=[N:27][OH:28])[CH:13]=2)=[N:4][CH:5]=[C:6]([C:8]([F:11])([F:10])[F:9])[CH:7]=1 |f:1.2,3.4|. Procedure details: 22.6 g of 3-chloro-2-(4-chloro-3-formylphenyl)-5-trifluoromethylpyridine, 6.5 g of sodium bicarbonate and 5.4 g of hydroxylamine hydrochloride in 100 ml of tetrahydrofuran were stirred at 23° C. for 24 hours. The tetrahydrofuran was then removed, after which the residue was taken up in 100 ml of methylene chloride. The solution was washed twice with 100 ml of water. The solid formed during this was removed, washed with water and dried. Concentration of the organic phase resulted in a residue whi... Reactants: O (water), [H-].[Na+] (sodium hydride), ICC (iodoethane), BrC1=CC=C(OCCCO)C=C1 (3-(4-bromophenoxy)-1-propanol). The solvent is CN(C)C=O (DMF). Reaction conditions: time 2 hour. The product is BrC1=CC=C(C=C1)OCCCOC (1-bromo-4-(3-methoxypropoxy)benzene). RXN SMILES: [Br:1][C:2]1[CH:12]=[CH:11][C:5]([O:6][CH2:7][CH2:8][CH2:9][OH:10])=[CH:4][CH:3]=1.[H-].[Na+].I[CH2:16]C.O>CN(C=O)C>[Br:1][C:2]1[CH:12]=[CH:11][C:5]([O:6][CH2:7][CH2:8][CH2:9][O:10][CH3:16])=[CH:4][CH:3]=1 |f:1.2|. Reported procedure: In DMF (100 ml) was dissolved 3-(4-bromophenoxy)-1-propanol (10.0 g). To the mixture was added under ice-cooling 65% sodium hydride (2.4 g), and the mixture was stirred at room temperature for 2 hours. To the mixture was added dropwise iodoethane (3.8 ml), and the mixture was stirred for 3 hours. The reaction mixture was added to water, and the mixture was extracted with ethyl acetate, washed with saturated brine and dried with magnesium sulfate. Under reduced pressure, the solvent was evaporate... The reactants are COC1=CC=C(C=C1C1=CC=CC=C1)C(=O)OC (Methyl 6-(methyloxy)-3-biphenylcarboxylate). Run in [OH-].[Na+] (NaOH), CO (methanol). Run at time 8 hour. Yields the product COC1=CC=C(C=C1C1=CC=CC=C1)C(=O)O (6-(Methyloxy)-3-biphenylcarboxylic acid). The yield is 110.6%. As a reaction SMILES: [CH3:1][O:2][C:3]1[C:8]([C:9]2[CH:14]=[CH:13][CH:12]=[CH:11][CH:10]=2)=[CH:7][C:6]([C:15]([O:17]C)=[O:16])=[CH:5][CH:4]=1>[OH-].[Na+].CO>[CH3:1][O:2][C:3]1[C:8]([C:9]2[CH:14]=[CH:13][CH:12]=[CH:11][CH:10]=2)=[CH:7][C:6]([C:15]([OH:17])=[O:16])=[CH:5][CH:4]=1 |f:1.2|. Procedure: Methyl 6-(methyloxy)-3-biphenylcarboxylate (D39) (194 mg, 0.8 mmol) dissolved in 2N NaOH aq. (3 ml) and methanol (3 ml). Stirred at room temperature overnight and then the organic solvent was evaporated in vacuo. Added EtOAc/water separated and then acidified the aqueous and re-extracted. The organic extracts were dried and evaporated to afford 202 mg of the title compound as a white solid. δH (d6-DMSO, 400 MHz) 3.84 (3H, s), 7.22 (1H, d), 7.33-7.49 (5H, m), 7.82 (1H, d), 7.95 (1H, dd), MS (ES+)... The reactants are FC(S(=O)(=O)OC=1N=CC2=C(C=CC=C2C1)OC)(F)F (8-Methoxyisoquinolin-3-yl trifluoromethanesulfonate), C([O-])([O-])=O.[Cs+].[Cs+] (cesium carbonate), NC=1N=C(C(=NC1)C#N)O[C@@H](CN(C)C)C ((R)-5-amino-3-(1-(dimethylamino)propan-2-yloxy)pyrazine-2-carbonitrile), CC1(C2=CC=CC(=C2OC=2C(=CC=CC12)P(C1=CC=CC=C1)C1=CC=CC=C1)P(C1=CC=CC=C1)C1=CC=CC=C1)C (9,9-dimethyl-4,5-bis(diphenylphosphino)xanthene). Reagents/catalysts: C=1C=CC(=CC1)/C=C/C(=O)/C=C/C2=CC=CC=C2.C=1C=CC(=CC1)/C=C/C(=O)/C=C/C2=CC=CC=C2.C=1C=CC(=CC1)/C=C/C(=O)/C=C/C2=CC=CC=C2.[Pd].[Pd] (tris(dibenzylideneacetone)dipalladium). Solvent: C1(=CC=CC=C1)C (toluene), CN(C)C=O (DMF). Reaction conditions: temperature 130 celsius, time 15 minute. Product: CN(C[C@@H](C)OC=1C(=NC=C(N1)NC=1N=CC2=C(C=CC=C2C1)OC)C#N)C ((R)-3-(1-(Dimethylamino)propan-2-yloxy)-5-(8-methoxyisoquinolin-3-ylamino)pyrazine-2-carbonitrile). The yield is 0.2%. As a reaction SMILES: CC1(C)C2C=CC=C(P(C3C=CC=CC=3)C3C=CC=CC=3)C=2OC2C1=CC=CC=2P(C1C=CC=CC=1)C1C=CC=CC=1.FC(F)(F)S(O[C:49]1[N:50]=[CH:51][C:52]2[C:57]([CH:58]=1)=[CH:56][CH:55]=[CH:54][C:53]=2[O:59][CH3:60])(=O)=O.C(=O)([O-])[O-].[Cs+].[Cs+].[NH2:69][C:70]1[N:71]=[C:72]([O:78][C@H:79]([CH3:84])[CH2:80][N:81]([CH3:83])[CH3:82])[C:73]([C:76]#[N:77])=[N:74][CH:75]=1>C1(C)C=CC=CC=1.CN(C=O)C.C1C=CC(/C=C/C(/C=C/C2C=CC=CC=2)=O)=CC=1.C1C=CC(/C=C/C(/C=C/C2C=CC=CC=2)=O)=CC=1.C1C=CC(/C=C/C(/C=C/C2C=CC=CC=2)=O)=CC=1.[Pd].[Pd]>[CH3:83][N:81]([CH3:82])[CH2:80][C@H:79]([O:78][C:72]1[C:73]([C:76]#[N:77])=[N:74][CH:75]=[C:70]([NH:69][C:49]2[N:50]=[CH:51][C:52]3[C:57]([CH:58]=2)=[CH:56][CH:55]=[CH:54][C:53]=3[O:59][CH3:60])[N:71]=1)[CH3:84] |f:2.3.4,8.9.10.11.12|. Procedure details: A mixture of tris(dibenzylideneacetone)dipalladium (0) (7.9 mg, 0.009 mmol) and 9,9-dimethyl-4,5-bis(diphenylphosphino)xanthene (10 mg, 0.017 mmol) in toluene (1 mL) and DMF (1 mL) was degassed under a stream of nitrogen gas with stirring for 15 minutes. 8-Methoxyisoquinolin-3-yl trifluoromethanesulfonate (26.6 mg, 0.087 mmol), cesium carbonate (28 mg, 0.087 mmol) and (R)-5-amino-3-(1-(dimethylamino)propan-2-yloxy)pyrazine-2-carbonitrile (19 mg, 0.087 mmol) were added and the mixture degassed fo... Reactants: C(#N)C1=CC=C(C=C1)[C@@H](C)OC(NC=1C(=NOC1C1=CC=C(C=C1)Br)C)=O ([5-(4-bromo-phenyl)-3-methyl-isoxazol-4-yl]-carbamic acid (R)-1-(4-cyano-phenyl)-ethyl ester), C(C)OC(=O)C1(CC1)C1=CC=C(C=C1)B1OC(C(O1)(C)C)(C)C (1-[4-(4,4,5,5-tetramethyl-[1,3,2]dioxaborolan-2-yl)-phenyl]-cyclopropanecarboxylic acid ethyl ester). Yields the product C(C)OC(=O)C1(CC1)C1=CC=C(C=C1)C1=CC=C(C=C1)C1=C(C(=NO1)C)NC(=O)O[C@H](C)C1=CC=C(C=C1)C#N (1-(4′-{4-[(R)-1-(4-Cyano-phenyl)-ethoxycarbonylamino]-3-methyl-isoxazol-5-yl}-biphenyl-4-yl)-cyclopropanecarboxylic acid ethyl ester). Reaction SMILES: [C:1]([C:3]1[CH:8]=[CH:7][C:6]([C@H:9]([O:11][C:12](=[O:27])[NH:13][C:14]2[C:15]([CH3:26])=[N:16][O:17][C:18]=2[C:19]2[CH:24]=[CH:23][C:22](Br)=[CH:21][CH:20]=2)[CH3:10])=[CH:5][CH:4]=1)#[N:2].[CH2:28]([O:30][C:31]([C:33]1([C:36]2[CH:41]=[CH:40][C:39](B3OC(C)(C)C(C)(C)O3)=[CH:38][CH:37]=2)[CH2:35][CH2:34]1)=[O:32])[CH3:29]>>[CH2:28]([O:30][C:31]([C:33]1([C:36]2[CH:41]=[CH:40][C:39]([C:22]3[CH:23]=[CH:24][C:19]([C:18]4[O:17][N:16]=[C:15]([CH3:26])[C:14]=4[NH:13][C:12]([O:11][C@@H:9]([C:6]4[CH:7]=[CH:8][C:3]([C:1]#[N:2])=[CH:4][CH:5]=4)[CH3:10])=[O:27])=[CH:20][CH:21]=3)=[CH:38][CH:37]=2)[CH2:34][CH2:35]1)=[O:32])[CH3:29]. Procedure: Prepared according to the procedure described in Example 6, Step 3 using [5-(4-bromo-phenyl)-3-methyl-isoxazol-4-yl]-carbamic acid (R)-1-(4-cyano-phenyl)-ethyl ester and 1-[4-(4,4,5,5-tetramethyl-[1,3,2]dioxaborolan-2-yl)-phenyl]-cyclopropanecarboxylic acid ethyl ester. Reactants: [N-]=[N+]=[N-].[Na+] (sodium azide), ClCCCCNC1=C(C=C(C2=C1C(C=C(O2)C2=CC(=C(C=C2)NC(C(C)(C)C)=O)F)=O)F)F (5-(4-chlorobutylamino)-6,8-difluoro-2-(3-fluoro-4-pivaloylaminophenyl)-4H-1-benzopyran-4-one), O (Water). Solvent: CN(C=O)C (dimethylformamide). Conditions: temperature 70 celsius, time 10 hour. Product: N(=[N+]=[N-])CCCCNC1=C(C=C(C2=C1C(C=C(O2)C2=CC(=C(C=C2)NC(C(C)(C)C)=O)F)=O)F)F (5-(4-azidobutylamino)-6,8-difluoro-2-(3-fluoro-4-pivaloylaminophenyl)-4H-1-benzopyran-4-one). Yield: 66.8%. As a reaction SMILES: Cl[CH2:2][CH2:3][CH2:4][CH2:5][NH:6][C:7]1[C:12]2[C:13](=[O:31])[CH:14]=[C:15]([C:17]3[CH:22]=[CH:21][C:20]([NH:23][C:24](=[O:29])[C:25]([CH3:28])([CH3:27])[CH3:26])=[C:19]([F:30])[CH:18]=3)[O:16][C:11]=2[C:10]([F:32])=[CH:9][C:8]=1[F:33].[N-:34]=[N+:35]=[N-:36].[Na+].O>CN(C)C=O>[N:34]([CH2:2][CH2:3][CH2:4][CH2:5][NH:6][C:7]1[C:12]2[C:13](=[O:31])[CH:14]=[C:15]([C:17]3[CH:22]=[CH:21][C:20]([NH:23][C:24](=[O:29])[C:25]([CH3:28])([CH3:27])[CH3:26])=[C:19]([F:30])[CH:18]=3)[O:16][C:11]=2[C:10]([F:32])=[CH:9][C:8]=1[F:33])=[N+:35]=[N-:36] |f:1.2|. Procedure: 489 mg (1.02 mmol) of the above 5-(4-chlorobutylamino)-6,8-difluoro-2-(3-fluoro-4-pivaloylaminophenyl)-4H-1-benzopyran-4-one was dissolved in 20 mL of dimethylformamide under argon atmosphere, 332 mg (5.10 mmol) of sodium azide was added and the mixture was stirred at 70° C. for 10 hours. Water was added to the reaction solution and the precipitated crystals were collected by filtration to give 332 mg of 5-(4-azidobutylamino)-6,8-difluoro-2-(3-fluoro-4-pivaloylaminophenyl)-4H-1-benzopyran-4-one ...